From a dataset of the Open Reaction Database (ORD), a public repository of structured organic reaction records. describe an organic reaction: reactants, conditions, products, and yield Starting materials: Br, O=C(NC1(c2nncs2)CC1)OCc1ccccc1, CCOCC, CC(=O)O. The product is Br, NC1(c2nncs2)CC1. As a reaction SMILES: [BrH:25].[CH2:1]([O:2][C:3](=[O:4])[NH:10][C:11]1([c:14]2[s:15][cH:16][n:17][n:18]2)[CH2:12][CH2:13]1)[c:5]1[cH:6][cH:7][cH:8][cH:9][cH:19]1.[CH3:20][CH2:21][O:22][CH2:23][CH3:24].[CH3:26][C:27](=[O:28])[OH:29]>>[BrH:25].[NH2:10][C:11]1([c:14]2[s:15][cH:16][n:17][n:18]2)[CH2:12][CH2:13]1. Starting materials: C1(=CC=C(C=C1)S(=O)(=O)OCC1=CC2=C1C=CC=C2)C (benzocyclobuten-1-ylmethyl para-toluenesulfonate), [I-].[Na+] (sodium iodide), O (water). Solvent: CC(=O)C (acetone). Yields the product ICC1CC=2C1=CC=CC2 (1-(Iodomethyl)benzocyclobutene). Isolated yield 88.0%. Reaction SMILES: C1(C)C=CC(S(O[CH2:11][C:12]2[C:15]3[CH:16]=[CH:17][CH:18]=[CH:19][C:14]=3[CH:13]=2)(=O)=O)=CC=1.[I-:21].[Na+].O>CC(C)=O>[I:21][CH2:11][CH:12]1[C:15]2=[CH:16][CH:17]=[CH:18][CH:19]=[C:14]2[CH2:13]1 |f:1.2|. Reported procedure: 6 g of benzocyclobuten-1-ylmethyl para-toluenesulfonate (prepared according to the process described in J.A.C.S., (1975), 154, p. 347) are mixed with 6.2 g of sodium iodide in 85 ml of acetone. The reaction medium is brought to reflux for 8 hours, then introduced into 150 ml of water and extracted several times with ethyl ether. The organic phase is then washed with normal sodium thiosulfate solution, dried over anhydrous magnesium sulfate and concentrated to obtain the expected compound in the ... The reactants are C(C1=CC=CC=C1)Br (benzyl bromide), C(C)(C)C1=CC=NC=C1 (4-isopropylpyridine). The yield is 100.0%. As a reaction SMILES: [CH2:1]([Br:8])[C:2]1[CH:7]=[CH:6][CH:5]=[CH:4][CH:3]=1.[CH:9]([C:12]1[CH:17]=[CH:16][N:15]=[CH:14][CH:13]=1)([CH3:11])[CH3:10]>CC(C)=O>[Br-:8].[CH2:1]([N+:15]1[CH:16]=[CH:17][C:12]([CH:9]([CH3:11])[CH3:10])=[CH:13][CH:14]=1)[C:2]1[CH:7]=[CH:6][CH:5]=[CH:4][CH:3]=1 |f:3.4|. Conditions: temperature 55 celsius, time 8 hour. Product: [Br-].C(C1=CC=CC=C1)[N+]1=CC=C(C=C1)C(C)C (1-Benzyl-4-isopropyl-pyridin-1-ium bromide), solid. Reported procedure: Add benzyl bromide (4.3 mL, 36.4 mmol) to a solution of 4-isopropylpyridine (4.8 mL, 36.4 mmol) in acetone (16.3 mL). Stir the reaction mixture at 55° C. overnight. Concentrate the solvent and add diethyl ether. Sonicate the mixture and then decant the solvent. Dry the solid under vacuum to obtain the title compound as a pale yellow waxy solid (11.1 g, 100%). MS (m/z): 212 (M-Br). The solvent is CC(=O)C (acetone). Reactants: BrC=1C=C(C=CC1)N1N=CC(=C1)[C@@](C(CO)(F)F)(C)N[S@](=O)C(C)(C)C ((R)-2-methyl-propane-2-sulfinic acid {(R)-1-[1-(3-bromo-phenyl)-1H-pyrazol-4-yl]-2,2-difluoro-3-hydroxy-1-methyl-propyl}-amide), Cl (hydrochloric acid). The solvent is CO (methanol). Conditions: temperature 25 celsius, time 2 hour. The product is N[C@](C(CO)(F)F)(C)C=1C=NN(C1)C1=CC(=CC=C1)Br ((R)-3-amino-3-[1-(3-bromo-phenyl)-1H-pyrazol-4-yl]-2,2-difluoro-butan-1-ol). Isolated yield 96.3%. RXN SMILES: [Br:1][C:2]1[CH:3]=[C:4]([N:8]2[CH:12]=[C:11]([C@:13]([NH:20][S@@](C(C)(C)C)=O)([CH3:19])[C:14]([F:18])([F:17])[CH2:15][OH:16])[CH:10]=[N:9]2)[CH:5]=[CH:6][CH:7]=1.Cl>CO>[NH2:20][C@@:13]([C:11]1[CH:10]=[N:9][N:8]([C:4]2[CH:5]=[CH:6][CH:7]=[C:2]([Br:1])[CH:3]=2)[CH:12]=1)([CH3:19])[C:14]([F:17])([F:18])[CH2:15][OH:16]. Reported procedure: A solution of (R)-2-methyl-propane-2-sulfinic acid {(R)-1-[1-(3-bromo-phenyl)-1H-pyrazol-4-yl]-2,2-difluoro-3-hydroxy-1-methyl-propyl}-amide (590 mg, 1.2 mmol) in methanol (5 ml) was treated at 0° C. with hydrochloric acid (4N in dioxane, 2.6 ml, 10.2 mmol), and the reaction mixture was stirred at 25° C. for 2 hours. For the workup, the solution was concentrated at reduced pressure, and the resultant residue was diluted with water (10 ml). The aqueous layer was treated with a saturated solution ...